This data is from the Open Reaction Database (ORD), a public repository of structured organic reaction records. The task is: describe an organic reaction: reactants, conditions, products, and yield The reactants are solution, Cl (hydrogen chloride), FC=1C=C(C=CC1F)CCC1=C(OCC[C@H]2N(C[C@@H](C2)O)C)C=CC(=C1)F ((2R,4R)-2-[2-{2-[2-(3,4-difluorophenyl)ethyl]-4-fluorophenoxy}-ethyl]-4-hydroxy-1-methylpyrrolidine). Run in C(C)(=O)OCC (ethyl acetate), C(C)(=O)OCC (ethyl acetate). Product: Cl.FC=1C=C(C=CC1F)CCC1=C(OCC[C@H]2N(C[C@@H](C2)O)C)C=CC(=C1)F ((2R,4R)-2-[2-{2-[2-(3,4-Difluorophenyl)ethyl]-4-fluorophenoxy}ethyl]-4-hydroxy-1-methylpyrrolidine hydrochloride). Isolated yield 73.0%. As a reaction SMILES: [F:1][C:2]1[CH:3]=[C:4]([CH2:9][CH2:10][C:11]2[CH:26]=[C:25]([F:27])[CH:24]=[CH:23][C:12]=2[O:13][CH2:14][CH2:15][C@@H:16]2[CH2:20][C@@H:19]([OH:21])[CH2:18][N:17]2[CH3:22])[CH:5]=[CH:6][C:7]=1[F:8].[ClH:28]>C(OCC)(=O)C>[ClH:28].[F:1][C:2]1[CH:3]=[C:4]([CH2:9][CH2:10][C:11]2[CH:26]=[C:25]([F:27])[CH:24]=[CH:23][C:12]=2[O:13][CH2:14][CH2:15][C@@H:16]2[CH2:20][C@@H:19]([OH:21])[CH2:18][N:17]2[CH3:22])[CH:5]=[CH:6][C:7]=1[F:8] |f:3.4|. Reported procedure: 140 mg of (2R,4R)-2-[2-{2-[2-(3,4-difluorophenyl)ethyl]-4-fluorophenoxy}-ethyl]-4-hydroxy-1-methylpyrrolidine [prepared as described in step (c) above] were dissolved in 5 ml of ethyl acetate, and then 0.15 ml of a 4N solution of hydrogen chloride in ethyl acetate were added to the resulting solution. The crystals which precipitated were collected by filtration, and dried in vacuo, to give 113 mg (yield 73%) of the title compound as colorless crystals, melting at 93°-94° C. Starting materials: CCCC[Sn](CCCC)(CCCC)c1nccs1, C1CCOC1, CC(C)N1CCN(C(=O)C2CCC(Oc3ccc(I)cc3)CC2)CC1, Cl[Pd]Cl, c1ccc(P(c2ccccc2)c2ccccc2)cc1, c1ccc(P(c2ccccc2)c2ccccc2)cc1. Product: CC(C)N1CCN(C(=O)C2CCC(Oc3ccc(-c4nccs4)cc3)CC2)CC1. RXN SMILES: [CH2:26]([Sn:27]([CH2:28][CH2:29][CH2:30][CH3:36])([c:31]1[s:32][cH:33][cH:34][n:35]1)[CH2:37][CH2:38][CH2:39][CH3:40])[CH2:41][CH2:42][CH3:43].[CH2:85]1[O:86][CH2:87][CH2:88][CH2:89]1.[I:1][c:2]1[cH:3][cH:4][c:5]([O:6][CH:7]2[CH2:8][CH2:9][CH:10]([C:13](=[O:14])[N:15]3[CH2:16][CH2:17][N:18]([CH:21]([CH3:22])[CH3:23])[CH2:19][CH2:20]3)[CH2:11][CH2:12]2)[cH:24][cH:25]1.[Pd:44]([Cl:45])[Cl:46].[c:47]1([P:48]([c:49]2[cH:50][cH:51][cH:52][cH:53][cH:54]2)[c:55]2[cH:56][cH:57][cH:58][cH:59][cH:60]2)[cH:61][cH:62][cH:63][cH:64][cH:65]1.[c:66]1([P:67]([c:68]2[cH:69][cH:70][cH:71][cH:72][cH:73]2)[c:74]2[cH:75][cH:76][cH:77][cH:78][cH:79]2)[cH:80][cH:81][cH:82][cH:83][cH:84]1>>[c:2]1(-[c:31]2[s:32][cH:33][cH:34][n:35]2)[cH:3][cH:4][c:5]([O:6][CH:7]2[CH2:8][CH2:9][CH:10]([C:13](=[O:14])[N:15]3[CH2:16][CH2:17][N:18]([CH:21]([CH3:22])[CH3:23])[CH2:19][CH2:20]3)[CH2:11][CH2:12]2)[cH:24][cH:25]1.